Dataset: the Open Reaction Database (ORD), a public repository of structured organic reaction records. Task: describe an organic reaction: reactants, conditions, products, and yield The reactants are C1CCOC1, CNC, COc1ccc(S(=O)(=O)N2C(=O)C(c3cc(CC=O)ccc3OC)(N3CC(O)CC3C(=O)N(C)C)c3cc(Cl)ccc32)c(OC(F)(F)F)c1. The product is COc1ccc(S(=O)(=O)N2C(=O)C(c3cc(CCN(C)C)ccc3OC)(N3CC(O)CC3C(=O)N(C)C)c3cc(Cl)ccc32)c(OC(F)(F)F)c1. RXN SMILES: [CH2:53]1[O:54][CH2:55][CH2:56][CH2:57]1.[CH3:50][NH:51][CH3:52].[Cl:1][c:2]1[cH:3][c:4]2[c:8]([cH:9][cH:10]1)[N:7]([S:11](=[O:12])(=[O:13])[c:14]1[c:15]([O:22][C:23]([F:24])([F:25])[F:26])[cH:16][c:17]([O:20][CH3:21])[cH:18][cH:19]1)[C:6](=[O:27])[C:5]2([c:28]1[c:29]([O:37][CH3:38])[cH:30][cH:31][c:32]([CH2:34][CH:35]=[O:36])[cH:33]1)[N:39]1[CH:40]([C:41](=[O:42])[N:43]([CH3:44])[CH3:45])[CH2:46][CH:47]([OH:49])[CH2:48]1>>[Cl:1][c:2]1[cH:3][c:4]2[c:8]([cH:9][cH:10]1)[N:7]([S:11](=[O:12])(=[O:13])[c:14]1[c:15]([O:22][C:23]([F:24])([F:25])[F:26])[cH:16][c:17]([O:20][CH3:21])[cH:18][cH:19]1)[C:6](=[O:27])[C:5]2([c:28]1[c:29]([O:37][CH3:38])[cH:30][cH:31][c:32]([CH2:34][CH2:35][N:51]([CH3:50])[CH3:52])[cH:33]1)[N:39]1[CH:40]([C:41](=[O:42])[N:43]([CH3:44])[CH3:45])[CH2:46][CH:47]([OH:49])[CH2:48]1. Reactants: C(C)[C@]12C(CC=C2C2=C(CC1)C=1C=CC(=CC1CC2)O)=O (13β-ethyl-3-hydroxygona-1,3,5(10),8,14-pentaen-17-one). The reagents and catalysts are C (charcoal). The solvent is C1=CC=CC=C1 (benzene). Product: C(C)[C@]12C(CC[C@H]2C2=C(CC1)C=1C=CC(=CC1CC2)O)=O (13β-Ethyl-3-hydroxygona-1,3,5(10),8-tetraen-17-one). As a reaction SMILES: [CH2:1]([C@:3]12[CH2:11][CH2:10][C:9]3[C:12]4[CH:13]=[CH:14][C:15]([OH:20])=[CH:16][C:17]=4[CH2:18][CH2:19][C:8]=3[C:7]1=[CH:6][CH2:5][C:4]2=[O:21])[CH3:2]>C1C=CC=CC=1.C>[CH2:1]([C@:3]12[CH2:11][CH2:10][C:9]3[C:12]4[CH:13]=[CH:14][C:15]([OH:20])=[CH:16][C:17]=4[CH2:18][CH2:19][C:8]=3[C@@H:7]1[CH2:6][CH2:5][C:4]2=[O:21])[CH3:2]. Reported procedure: Hydrogenate 13β-ethyl-3-hydroxygona-1,3,5(10),8,14-pentaen-17-one (0.5 g.) in benzene (25 cc.) at atmospheric pressure using a 10% palladized charcoal catalyst (0.025 g.). After the absorption of 1.1 molar equivalents of hydrogen, hydrogenation becomes very slow; remove the catalyst by filtration and evaporate the filtrate to obtain the title product which crystallizes from methanol in colorless plates (0.35 g.), m.p. 235°-9°; ultra-violet absorption peak at 280.5 mμ (ε15,500). The reactants are C(C)(C)[SiH](CC(C)(C)C)C(C)C (Diisopropyl(2,2-dimethylpropyl)silane), BrCCCOC(C)(C)C (1-bromo-3-(tert-butoxy)propane). Yields the product C(C)(C)(C)OCCC[SiH](C(C)C)C(C)C ([3-(tert-Butoxy)propyl]diisopropylsilane), liquid. Yield: 49.0%. As a reaction SMILES: [CH:1]([SiH:4]([CH:10]([CH3:12])[CH3:11])[CH2:5][C:6]([CH3:9])(C)C)([CH3:3])[CH3:2].BrCCC[O:17][C:18]([CH3:21])([CH3:20])[CH3:19]>>[C:18]([O:17][CH2:9][CH2:6][CH2:5][SiH:4]([CH:1]([CH3:2])[CH3:3])[CH:10]([CH3:11])[CH3:12])([CH3:21])([CH3:20])[CH3:19]. Reported procedure: The procedure of synthesizing Compound 51a was repeated, except that 1-bromo-3-(tert-butoxy)propane (5.40 g, 27.7 mmol) was employed, whereby the Compound 59a was obtained as a brown liquid (3.10 g, 49%). The reactants are C(C1=CC=CC=C1)S (benzyl mercaptan), C(C)OC(C=C(CCC)C)=O ((rac)-3-methyl-2-hexenoic acid ethyl ester). Solvent: N1CCCCC1 (piperidine). Product: C(C)OC(CC(CCC)(C)SCC1=CC=CC=C1)=O ((rac)-3-benzylsulfanyl-3-methyl-hexanoic Acid Ethyl Ester). Reaction SMILES: [CH2:1]([SH:8])[C:2]1[CH:7]=[CH:6][CH:5]=[CH:4][CH:3]=1.[CH2:9]([O:11][C:12](=[O:19])[CH:13]=[C:14]([CH3:18])[CH2:15][CH2:16][CH3:17])[CH3:10]>N1CCCCC1>[CH2:9]([O:11][C:12](=[O:19])[CH2:13][C:14]([S:8][CH2:1][C:2]1[CH:7]=[CH:6][CH:5]=[CH:4][CH:3]=1)([CH3:18])[CH2:15][CH2:16][CH3:17])[CH3:10]. Procedure details: A mixture of 62.1 g (0.5 mol) of benzyl mercaptan and 78.1 g (0.5 mol) of (rac)-3-methyl-2-hexenoic acid ethyl ester of step (a) in 100 ml of piperidine was heated at reflux until complete reaction was observed (48 h), and cooled to room temperature. Then the excess of piperidine was distilled off at reduced pressure (0.04 mbar, 26-33° C.). The residue, 96.5 g (68%) of (rac)-3-benzylsulfanyl-3-methyl-hexanoic acid ethyl ester, was of good purity and was directly used in the next step. Starting materials: COC=1C=C(C=CC1OC)C(=CC(=O)OC)C1=CC(=C(C=C1)OC)OC (methyl 3,3-bis-(3,4-dimethoxyphenyl)acrylate), CC(C)(C(=O)[O-])P(=O)(O)OC (trimethylphosphonoacetate), C[Si]([N-][Si](C)(C)C)(C)C.[Li+] (lithium hexamethyldisilazide), COC=1C=C(C(=O)C2=CC=CC=C2)C=CC1OC (3,4-dimethoxybenzophenone). Product: COC=1C=C(C=CC1OC)C(=CC(=O)OC)C1=CC=CC=C1 (Methyl 3-(3,4-Dimethoxyphenyl)-3-phenylacrylate), mixture. Yield: 73.0%. RXN SMILES: [CH3:1][O:2][C:3]1[CH:4]=[C:5]([C:11]([C:17]2[CH:22]=[CH:21][C:20](OC)=[C:19](OC)[CH:18]=2)=[CH:12][C:13]([O:15][CH3:16])=[O:14])[CH:6]=[CH:7][C:8]=1[O:9][CH3:10].COC1C=C(C=CC=1OC)C(C1C=CC=CC=1)=O.CC(P(OC)(O)=O)(C([O-])=O)C.C[Si](C)(C)[N-][Si](C)(C)C.[Li+]>>[CH3:1][O:2][C:3]1[CH:4]=[C:5]([C:11]([C:17]2[CH:18]=[CH:19][CH:20]=[CH:21][CH:22]=2)=[CH:12][C:13]([O:15][CH3:16])=[O:14])[CH:6]=[CH:7][C:8]=1[O:9][CH3:10] |f:3.4|. Procedure details: Methyl 3-(3,4-Dimethoxyphenyl)-3-phenylacrylate was prepared analogously to methyl 3,3-bis-(3,4-dimethoxyphenyl)acrylate using 3,4-dimethoxybenzophenone (4.8 g, 20 mmol), trimethylphosphonoacetate (4.1 g, 22 mmol) and lithium hexamethyldisilazide (22 mL, 22 mmol, 1 M) with a reaction time of 138 hours at reflux. The crude mixture was purified by flash column chromatography (silica gel, 1% ethyl acetate/methylene chloride) to afford 14.39 g (73%) of a mixture of the E and Z isomers as an oil. The... The reactants are CCO, O=C(OO)c1cccc(Cl)c1, NSc1nc(N)nc2c1ncn2C1OC(CO)C(O)C1O, O. Product: Nc1nc(S(N)=O)c2ncn(C3OC(CO)C(O)C3O)c2n1. Reaction SMILES: [CH3:33][CH2:34][OH:35].[Cl:22][c:23]1[cH:24][c:25]([C:30](=[O:27])[O:31][OH:32])[cH:26][cH:28][cH:29]1.[NH2:1][c:2]1[n:3][c:4]([S:20][NH2:21])[c:5]2[n:6][cH:7][n:8]([CH:11]3[CH:12]([OH:13])[CH:14]([OH:15])[CH:16]([CH2:18][OH:19])[O:17]3)[c:9]2[n:10]1.[OH2:36]>>[NH2:1][c:2]1[n:3][c:4]([S:20]([NH2:21])=[O:27])[c:5]2[n:6][cH:7][n:8]([CH:11]3[CH:12]([OH:13])[CH:14]([OH:15])[CH:16]([CH2:18][OH:19])[O:17]3)[c:9]2[n:10]1.